Dataset: the Open Reaction Database (ORD), a public repository of structured organic reaction records. Task: describe an organic reaction: reactants, conditions, products, and yield The reactants are C1(=CC=CC=C1)C#CC1=CC=C(C(=O)NC2=C(C=CC=C2)S(N)(=O)=O)C=C1 (4-phenylethynyl-N-(2-sulfamoylphenyl)benzamide), C(C)(=O)OC(C)=O (acetic anhydride). The reagents and catalysts are CN(C1=CC=NC=C1)C (4-dimethylaminopyridine). Solvent: O1CCCC1 (tetrahydrofuran). Conditions: time 1 hour. Product: C1(=CC=CC=C1)C#CC1=CC=C(C(=O)NC2=C(C=CC=C2)S(=O)(=O)NC(C)=O)C=C1 (N-[2-(4-Phenylethynylbenzamido)benzenesulfonyl]acetamide). Isolated yield 79.0%. As a reaction SMILES: C(O[C:5](=[O:7])[CH3:6])(=O)C.[C:8]1([C:14]#[C:15][C:16]2[CH:34]=[CH:33][C:19]([C:20]([NH:22][C:23]3[CH:28]=[CH:27][CH:26]=[CH:25][C:24]=3[S:29](=[O:32])(=[O:31])[NH2:30])=[O:21])=[CH:18][CH:17]=2)[CH:13]=[CH:12][CH:11]=[CH:10][CH:9]=1>CN(C)C1C=CN=CC=1.O1CCCC1>[C:8]1([C:14]#[C:15][C:16]2[CH:34]=[CH:33][C:19]([C:20]([NH:22][C:23]3[CH:28]=[CH:27][CH:26]=[CH:25][C:24]=3[S:29]([NH:30][C:5](=[O:7])[CH3:6])(=[O:31])=[O:32])=[O:21])=[CH:18][CH:17]=2)[CH:9]=[CH:10][CH:11]=[CH:12][CH:13]=1. Reported procedure: In a stream of nitrogen and at 0° C., 0.15 ml (1.60 mmol) of acetic anhydride was added to an anhydrous tetrahydrofuran (10 ml) solution containing 500 mg (1.30 mmol) of 4-phenylethynyl-N-(2-sulfamoylphenyl)benzamide produced in Reference Example 10 and 320 mg (2.60 mmol) of 4-dimethylaminopyridine, the mixture was stirred at room temperature for 1 hour and then the solvent was evaporated under a reduced pressure. The resulting residue was dissolved in ethyl acetate, washed with water, a potassi... Starting materials: CC(=O)O, CCOC(=O)C(Cl)c1ccc(-c2ccccc2Cl)cc1, Cl. Product: O=C(O)C(Cl)c1ccc(-c2ccccc2Cl)cc1. Reaction SMILES: [CH3:22][C:23](=[O:24])[OH:25].[Cl:1][CH:2]([C:3](=[O:4])[O:5][CH2:6][CH3:7])[c:8]1[cH:9][cH:10][c:11](-[c:14]2[c:15]([Cl:20])[cH:16][cH:17][cH:18][cH:19]2)[cH:12][cH:13]1.[ClH:21]>>[Cl:1][CH:2]([C:3](=[O:4])[OH:5])[c:8]1[cH:9][cH:10][c:11](-[c:14]2[c:15]([Cl:20])[cH:16][cH:17][cH:18][cH:19]2)[cH:12][cH:13]1. The solvent is C(Cl)Cl (methylene chloride). The reactants are C([O-])([O-])=O.[Na+].[Na+] (sodium carbonate), C(C1=CC=CC=C1)OCC(CC1=C(C=CC(=C1)C)OC)O (1-benzyloxy-3-(2'-methoxy-5'-methylphenyl)-2-propanol), COC(CBr)OC (bromoacetaldehyde dimethyl acetal), B(F)(F)F.CCOCC (Boron trifluoride etherate). Reaction SMILES: [CH2:1]([O:8][CH2:9][CH:10]([OH:21])[CH2:11][C:12]1[CH:17]=[C:16]([CH3:18])[CH:15]=[CH:14][C:13]=1[O:19][CH3:20])[C:2]1[CH:7]=[CH:6][CH:5]=[CH:4][CH:3]=1.CO[CH:24](OC)[CH2:25][Br:26].B(F)(F)F.CCOCC.C(=O)([O-])[O-].[Na+].[Na+]>C(Cl)Cl>[CH2:1]([O:8][CH2:9][C@@H:10]1[CH2:11][C:12]2[C:13]([O:19][CH3:20])=[CH:14][CH:15]=[C:16]([CH3:18])[C:17]=2[C@H:24]([CH2:25][Br:26])[O:21]1)[C:2]1[CH:3]=[CH:4][CH:5]=[CH:6][CH:7]=1 |f:2.3,4.5.6|. Procedure: A solution of 1-benzyloxy-3-(2'-methoxy-5'-methylphenyl)-2-propanol (3.4 g, 12 mmol), from Step 1, and bromoacetaldehyde dimethyl acetal (1.7 mL, 14 mmol) in 25 mL of methylene chloride is cooled to 0° C. Boron trifluoride etherate (3.6 mL, 29 mmol) is added dropwise and the reaction mixture is stirred for 1.5 h. The resultant dark brown solution is poured into 50 mL of 10% aqueous sodium carbonate solution and the aqueous solution is extracted with 3×50 mL of diethyl ether. The combined ether e... Product: C(C1=CC=CC=C1)OC[C@H]1O[C@H](C2=C(C1)C(=CC=C2C)OC)CBr ([1R,3S] 3-Benzyloxymethyl-1-bromomethyl-3,4-dihydro-5-methoxy-8-methyl-1H-2-benzopyran). Run at time 1.5 hour. Starting materials: CCOCC (Ether), ClC1=CC=C2C=CC(=NC2=C1)COC=1C=C(C=CC1)CO (3-((7-chloro-2-quinolinyl)methoxy)benzenemethanol), C(Br)(Br)(Br)Br (CBr4), C1(=CC=CC=C1)P(CCP(C1=CC=CC=C1)C1=CC=CC=C1)C1=CC=CC=C1 (1,2-bis(diphenylphosphino) ethane). The solvent is C(Cl)Cl (CH2Cl2), C(Cl)Cl (CH2Cl2). Reaction conditions: temperature 0 celsius, time 30 minute. Yields the product BrCC=1C=C(OCC2=NC3=CC(=CC=C3C=C2)Cl)C=CC1 (2-((3-(bromomethyl)phenoxy)methyl)-7-chloroquinoline). Yield: 70.9%. Reaction SMILES: [Cl:1][C:2]1[CH:11]=[C:10]2[C:5]([CH:6]=[CH:7][C:8]([CH2:12][O:13][C:14]3[CH:15]=[C:16]([CH2:20]O)[CH:17]=[CH:18][CH:19]=3)=[N:9]2)=[CH:4][CH:3]=1.C(Br)(Br)(Br)[Br:23].C1(P(C2C=CC=CC=2)CCP(C2C=CC=CC=2)C2C=CC=CC=2)C=CC=CC=1.CCOCC>C(Cl)Cl>[Br:23][CH2:20][C:16]1[CH:15]=[C:14]([CH:19]=[CH:18][CH:17]=1)[O:13][CH2:12][C:8]1[CH:7]=[CH:6][C:5]2[C:10](=[CH:11][C:2]([Cl:1])=[CH:3][CH:4]=2)[N:9]=1. Procedure details: To the benzylic alcohol of Step 2 (47.0 g, 157 mmol) and CBr4 (60.08 g, 181 mmol) in CH2Cl2 (750 mL) at 0° C., a solution of 1,2-bis(diphenylphosphino) ethane (DIPHOS, 36.29 g, 91.1 mmol) in CH2Cl2 (350 mL) was added and the resulting mixture was stirred at 0° C. for 45 min. and at r.t. for 30 min. Ether was then added and the mixture was filtered through a pad of silica and the silica was washed with EtOAc:toluene 20:80 to yield 40.35 g (70%) of the pure title compound. Starting materials: N([C@@H](C(C)C)C(=O)N([C@@H](CC1=CC=C(C=C1)OCC1=CC=CC=C1)C(=O)N)C)(C)C(=O)OCC1C2=CC=CC=C2C2=CC=CC=C12 (Fmoc-N-Me-Val-N-Me-Tyr(Bzl)—NH2), [H][H] (hydrogen). Reagents/catalysts: [OH-].[Pd+2].[OH-].[C] (palladium hydroxide carbon). Solvent: CO (MeOH), C(C)(=O)OCC (ethyl acetate). Yields the product N([C@@H](C(C)C)C(=O)N([C@@H](CC1=CC=C(C=C1)O)C(=O)N)C)C (N-Me-Val-N-Me-Tyr-NH2). Isolated yield 54.5%. Reaction SMILES: [N:1](C(OCC1C2C(=CC=CC=2)C2C1=CC=CC=2)=O)([CH3:29])[C@H:2]([C:6]([N:8]([CH3:28])[C@H:9]([C:25]([NH2:27])=[O:26])[CH2:10][C:11]1[CH:16]=[CH:15][C:14]([O:17]CC2C=CC=CC=2)=[CH:13][CH:12]=1)=[O:7])[CH:3]([CH3:5])[CH3:4].[H][H]>CO.C(OCC)(=O)C.[OH-].[Pd+2].[OH-].[C]>[NH:1]([CH3:29])[C@H:2]([C:6]([N:8]([CH3:28])[C@H:9]([C:25]([NH2:27])=[O:26])[CH2:10][C:11]1[CH:12]=[CH:13][C:14]([OH:17])=[CH:15][CH:16]=1)=[O:7])[CH:3]([CH3:5])[CH3:4] |f:4.5.6.7|. Procedure: Fmoc-N-Me-Val-N-Me-Tyr(Bzl)—NH2 (802 mg, 1.29 mmol) was dissolved in a mixed solution of MeOH (6 ml) and ethyl acetate (6 ml), mixed with 20% palladium hydroxide-carbon (150 mg), followed by stirring in a hydrogen atmosphere at room temperature for 2 days. The mixture was filtered and the filtrate was concentrated under reduced pressure; the thus obtained residue was subjected to silica gel column chromatography (developing solvent: chloroform:methanol=10:1) to give the titled compound (216 mg, ... Reactants: COC=1C=C2CCCNC2=CC1 (6-methoxy-1,2,3,4-tetrahydroquinoline), [Br-].[Br-].[Br-].[NH+]1=CC=CC=C1.[NH+]1=CC=CC=C1.[NH+]1=CC=CC=C1 (pyridinium tribromide). Solvent: C(Cl)Cl (CH2Cl2). Conditions: time 2 hour. The product is BrC=1C=C(C=C2CCCNC12)OC (8-bromo-6-methoxy-1,2,3,4-tetrahydroquinoline). Yield: 31.9%. As a reaction SMILES: [CH3:1][O:2][C:3]1[CH:4]=[C:5]2[C:10](=[CH:11][CH:12]=1)[NH:9][CH2:8][CH2:7][CH2:6]2.[Br-:13].[Br-].[Br-].[NH+]1C=CC=CC=1.[NH+]1C=CC=CC=1.[NH+]1C=CC=CC=1>C(Cl)Cl>[Br:13][C:11]1[CH:12]=[C:3]([O:2][CH3:1])[CH:4]=[C:5]2[C:10]=1[NH:9][CH2:8][CH2:7][CH2:6]2 |f:1.2.3.4.5.6|. Procedure: Part A: A solution of 6-methoxy-1,2,3,4-tetrahydroquinoline (6.19 g, 37.9 mmol) in CH2Cl2 (76 mL) was treated with pyridinium tribromide (25.42 g, 79.7 mmol). The reaction mixture was stirred at room temperature for 2 h. The reaction was quenched with sat NaHSO3 (50 mL) and water (50 mL). The dichloromethane was separated, dried (Na2SO4) and concentrated. The residue was chromatographed on silica gel using 20% ethyl acetate/hexanes as eluent to give 8-bromo-6-methoxy-1,2,3,4-tetrahydroquinoline ...